Dataset: the Open Reaction Database (ORD), a public repository of structured organic reaction records. Task: describe an organic reaction: reactants, conditions, products, and yield Starting materials: Cl.COC=1C=C(C=CC1OC)C=1C(C(N(N1)C1CCNCC1)=O)(C)C (5-(3,4-dimethoxyphenyl)-4,4-dimethyl-2-(piperidin-4-yl)-2,4-dihydro-3H-pyrazol-3-one hydrochloride), Cl.COC=1C=C(C=CC1OC)C=1C(C(N(N1)C1CCNCC1)=O)(C)C (5-(3,4-dimethoxyphenyl)-4,4-dimethyl-2-(piperidin-4-yl)-2,4-dihydro-3H-pyrazol-3-one hydrochloride), CC1=CC=C(C=C1)S(=O)(=O)Cl (4-methylbenzenesulfonyl chloride). The product is COC=1C=C(C=CC1OC)C=1C(C(N(N1)C1CCN(CC1)S(=O)(=O)C1=CC=C(C=C1)C)=O)(C)C (5-(3,4-Dimethoxyphenyl)-4,4-dimethyl-2-{1-[(4-methylphenyl)sulfonyl]piperidin-4-yl}-2,4-dihydro-3H-pyrazol-3-one). RXN SMILES: Cl.[CH3:2][O:3][C:4]1[CH:5]=[C:6]([C:12]2[C:13]([CH3:25])([CH3:24])[C:14](=[O:23])[N:15]([CH:17]3[CH2:22][CH2:21][NH:20][CH2:19][CH2:18]3)[N:16]=2)[CH:7]=[CH:8][C:9]=1[O:10][CH3:11].[CH3:26][C:27]1[CH:32]=[CH:31][C:30]([S:33](Cl)(=[O:35])=[O:34])=[CH:29][CH:28]=1>>[CH3:2][O:3][C:4]1[CH:5]=[C:6]([C:12]2[C:13]([CH3:25])([CH3:24])[C:14](=[O:23])[N:15]([CH:17]3[CH2:22][CH2:21][N:20]([S:33]([C:30]4[CH:31]=[CH:32][C:27]([CH3:26])=[CH:28][CH:29]=4)(=[O:35])=[O:34])[CH2:19][CH2:18]3)[N:16]=2)[CH:7]=[CH:8][C:9]=1[O:10][CH3:11] |f:0.1|. Procedure: The title compound is prepared analogously as described for GP1 using 5-(3,4-dimethoxyphenyl)-4,4-dimethyl-2-(piperidin-4-yl)-2,4-dihydro-3H-pyrazol-3-one hydrochloride (compound B1*HCl) and 4-methylbenzenesulfonyl chloride as starting compounds. The crude product is purified by crystallization from methanol to yield the title compound. Reactants: BrC=1C=C2C(=NNC(C2=CC1)=O)Cl (6-bromo-4-chloro-2H-phthalazin-1-one), C1(=CC=CC=C1)C=1C=C(CN)C=CC1 (3-phenylbenzylamine), C=1C=CC(=CC1)P(C=2C=CC=CC2)C3=CC=C4C=CC=CC4=C3C5=C6C=CC=CC6=CC=C5P(C=7C=CC=CC7)C=8C=CC=CC8 (rac-BINAP), CC(C)(C)[O-].[Na+] (NaOtBu). Reagents/catalysts: C=1C=CC(=CC1)/C=C/C(=O)/C=C/C2=CC=CC=C2.C=1C=CC(=CC1)/C=C/C(=O)/C=C/C2=CC=CC=C2.C=1C=CC(=CC1)/C=C/C(=O)/C=C/C2=CC=CC=C2.[Pd].[Pd] (Pd2(dba)3). Solvent: CC(=O)N(C)C (DMA), CCOC(=O)C (EtOAc). Yields the product C1(=CC(=CC=C1)CNC=1C=C2C(=NNC(C2=CC1)=O)Cl)C1=CC=CC=C1 (6-[(biphenyl-3-ylmethyl)-amino]-4-chloro-2H-phthalazin-1-one). Isolated yield 2.3%. Reaction SMILES: Br[C:2]1[CH:3]=[C:4]2[C:9](=[CH:10][CH:11]=1)[C:8](=[O:12])[NH:7][N:6]=[C:5]2[Cl:13].[C:14]1([C:20]2[CH:21]=[C:22]([CH:25]=[CH:26][CH:27]=2)[CH2:23][NH2:24])[CH:19]=[CH:18][CH:17]=[CH:16][CH:15]=1.C1C=CC(P(C2C(C3C(P(C4C=CC=CC=4)C4C=CC=CC=4)=CC=C4C=3C=CC=C4)=C3C(C=CC=C3)=CC=2)C2C=CC=CC=2)=CC=1.CC([O-])(C)C.[Na+]>CC(N(C)C)=O.CCOC(C)=O.C1C=CC(/C=C/C(/C=C/C2C=CC=CC=2)=O)=CC=1.C1C=CC(/C=C/C(/C=C/C2C=CC=CC=2)=O)=CC=1.C1C=CC(/C=C/C(/C=C/C2C=CC=CC=2)=O)=CC=1.[Pd].[Pd]>[C:20]1([C:14]2[CH:19]=[CH:18][CH:17]=[CH:16][CH:15]=2)[CH:27]=[CH:26][CH:25]=[C:22]([CH2:23][NH:24][C:2]2[CH:3]=[C:4]3[C:9](=[CH:10][CH:11]=2)[C:8](=[O:12])[NH:7][N:6]=[C:5]3[Cl:13])[CH:21]=1 |f:3.4,7.8.9.10.11|. Procedure: A mixture 6-bromo-4-chloro-2H-phthalazin-1-one (95 mg, 0.366 mmol), 3-phenylbenzylamine (95 mg, 0.518 mmol), Pd2(dba)3 (40 mg, 0.044 mmol), rac-BINAP (76 mg, 0.122 mmol) and NaOtBu (101 mg, 1.05 mmol) in DMA (5 mL) was heated at 80° C. for 1.5 h. The mixture was allowed to cool, diluted with EtOAc and washed with water. The organic layer was washed with sat.aq. NaHCO3, brine and dried (Na2SO4). Chromatography on silica (EtOAc/hexanes) afforded 6-[(biphenyl-3-ylmethyl)-amino]-4-chloro-2H-phthalaz... Starting materials: N,N'-carbonyldiimidazole, COC=1C=C2C(=CCC2=CC1)CC(=O)O (5-methoxy-1H-indene-3-acetic acid), C1(=CC=CC2=CC=CC=C12)N1CCNCC1 (1-(naphth-1-yl)piperazine). Run in O1CCCC1 (tetrahydrofuran), O1CCCC1 (tetrahydrofuran). Run at time 1 hour. The product is COC=1C=C2C(=CCC2=CC1)CC(=O)N1CCN(CC1)C1=CC=CC2=CC=CC=C12 (4-[(5-Methoxy-1H-inden-3-yl)acetyl]-1-(naphth-1-yl)piperazine). The yield is 86.4%. RXN SMILES: [CH3:1][O:2][C:3]1[CH:4]=[C:5]2[C:9](=[CH:10][CH:11]=1)[CH2:8][CH:7]=[C:6]2[CH2:12][C:13]([OH:15])=O.[C:16]1([N:26]2[CH2:31][CH2:30][NH:29][CH2:28][CH2:27]2)[C:25]2[C:20](=[CH:21][CH:22]=[CH:23][CH:24]=2)[CH:19]=[CH:18][CH:17]=1>O1CCCC1>[CH3:1][O:2][C:3]1[CH:4]=[C:5]2[C:9](=[CH:10][CH:11]=1)[CH2:8][CH:7]=[C:6]2[CH2:12][C:13]([N:29]1[CH2:28][CH2:27][N:26]([C:16]2[C:25]3[C:20](=[CH:21][CH:22]=[CH:23][CH:24]=3)[CH:19]=[CH:18][CH:17]=2)[CH2:31][CH2:30]1)=[O:15]. Reported procedure: 2.0 g (0.012 mol) of N,N'-carbonyldiimidazole are added in small portions to a solution of 2.45 g (0.012 mol) of 5-methoxy-1H-indene-3-acetic acid in 12 ml of tetrahydrofuran, which has been placed under an argon atmosphere, and the mixture is stirred for 1 h. A solution of 2.55 g (0.012 mol) of 1-(naphth-1-yl)piperazine in 10 ml of tetrahydrofuran is added, and the mixture is left to stand overnight. The solvent is evaporated under reduced pressure. The residual oil is taken up in water and die... The reactants are Cl (hydrochloric acid), NC=1C(=C(C=C(C(=S)O)C1)S)C1=CC=CC=C1 (5-Amino-3-mercapto-4-phenylthiobenzoic acid), [Na] (sodium), C(C1=CC=CC=C1)Br (benzyl bromide). Solvent: C(O)([O-])=O.[Na+] (sodium hydrogen carbonate). Run at time 20 hour. The product is NC=1C(=C(C=C(C(=S)O)C1)SCC1=CC=CC=C1)C1=CC=CC=C1 (5-Amino-3-benzylthio-4-phenylthiobenzoic acid). RXN SMILES: [NH2:1][C:2]1[C:3]([C:12]2[CH:17]=[CH:16][CH:15]=[CH:14][CH:13]=2)=[C:4]([SH:11])[CH:5]=[C:6]([CH:10]=1)[C:7]([OH:9])=[S:8].[CH2:18](Br)[C:19]1[CH:24]=[CH:23][CH:22]=[CH:21][CH:20]=1.[Na].Cl>C(=O)([O-])O.[Na+]>[NH2:1][C:2]1[C:3]([C:12]2[CH:13]=[CH:14][CH:15]=[CH:16][CH:17]=2)=[C:4]([S:11][CH2:18][C:19]2[CH:24]=[CH:23][CH:22]=[CH:21][CH:20]=2)[CH:5]=[C:6]([CH:10]=1)[C:7]([OH:9])=[S:8] |f:4.5,^1:25|. Reported procedure: 5-Amino-3-mercapto-4-phenylthiobenzoic acid (1.6 g) is dissolved in 1 N sodium hydrogen carbonate (50 ml), and after addition of benzyl bromide (0.7 ml), the reaction mixture is stirred for 20 hours. The resulting suspension of the sodium salt of the reaction product is adjusted to pH 2 by addition of 4 N hydrochloric acid. The precipitated 5-amino-3-benzylthio-4-phenyl-thiobenzoic acid is collected by filtration and recrystallized from aqueous ethanol to yield the compound with a melting point ... Starting materials: COC=1C(C(=C(C(C1OC)=O)CC=1C=CC(=C(C(=O)NC2=CC=C(C=C2)C2=NNC=C2)C1)OC(C)=O)C)=O (N-[5-(5,6-Dimethoxy-3-methyl-1,4-benzoquinon-2-yl)methyl-2-acetoxybenzoyl]-4-(1H-pyrazol-3-yl)aniline), C(O)([O-])=O.[Na+] (sodium hydrogencarbonate). Solvent: O (water), CO (methanol), ClCCl (dichloromethane). Yields the product COC=1C(C(=C(C(C1OC)=O)CC=1C=CC(=C(C(=O)NC2=CC=C(C=C2)C2=NNC=C2)C1)O)C)=O (N-[5-(5,6-Dimethoxy-3-methyl-1,4-benzoquinon-2-yl)methyl-2-hydroxybenzoyl]-4-(1H-pyrazol-3-yl)aniline). The yield is 59.4%. Reaction SMILES: [CH3:1][O:2][C:3]1[C:4](=[O:38])[C:5]([CH3:37])=[C:6]([CH2:12][C:13]2[CH:14]=[CH:15][C:16]([O:33]C(=O)C)=[C:17]([CH:32]=2)[C:18]([NH:20][C:21]2[CH:26]=[CH:25][C:24]([C:27]3[CH:31]=[CH:30][NH:29][N:28]=3)=[CH:23][CH:22]=2)=[O:19])[C:7](=[O:11])[C:8]=1[O:9][CH3:10].C(=O)([O-])O.[Na+]>CO.ClCCl.O>[CH3:1][O:2][C:3]1[C:4](=[O:38])[C:5]([CH3:37])=[C:6]([CH2:12][C:13]2[CH:14]=[CH:15][C:16]([OH:33])=[C:17]([CH:32]=2)[C:18]([NH:20][C:21]2[CH:26]=[CH:25][C:24]([C:27]3[CH:31]=[CH:30][NH:29][N:28]=3)=[CH:23][CH:22]=2)=[O:19])[C:7](=[O:11])[C:8]=1[O:9][CH3:10] |f:1.2|. Procedure details: N-[5-(5,6-Dimethoxy-3-methyl-1,4-benzoquinon-2-yl)methyl-2-acetoxybenzoyl]-4-(1H-pyrazol-3-yl)aniline (0.090 g, 0.175 mmol) was dissolved in a mixed solvent of methanol (2 ml) and dichloromethane (1 ml), and after adding thereto an aqueous saturated sodium hydrogencarbonate solution (2 ml), the solution was stirred at room temperature for 3 hours. After the completion of reaction, the reaction solution was diluted with water and then extracted with ethyl acetate. The extract was washed with wate... Reactants: BrC=1N=C(N(C1)NC(=O)OC(C)(C)C)C(CC(=O)OCC)=O (ethyl 3-(4-bromo-1-((tert-butoxycarbonyl)amino)-1H-imidazol-2-yl)-3-oxopropanoate), CN(C)C(OC)OC (DMF-DMA). Run in C(Cl)Cl (DCM). Conditions: time 3 hour. Yields the product BrC=1N=C2N(N=CC(=C2O)C(=O)OCC)C1 (ethyl 2-bromo-8-hydroxyimidazo[1,2-b]pyridazine-7-carboxylate). As a reaction SMILES: [Br:1][C:2]1[N:3]=[C:4]([C:15](=[O:22])[CH2:16][C:17]([O:19][CH2:20][CH3:21])=[O:18])[N:5]([NH:7][C:8](OC(C)(C)C)=O)[CH:6]=1.CN(C(OC)OC)C>C(Cl)Cl>[Br:1][C:2]1[N:3]=[C:4]2[C:15]([OH:22])=[C:16]([C:17]([O:19][CH2:20][CH3:21])=[O:18])[CH:8]=[N:7][N:5]2[CH:6]=1. Procedure details: To a solution of ethyl 3-(4-bromo-1-((tert-butoxycarbonyl)amino)-1H-imidazol-2-yl)-3-oxopropanoate (1.354 g, 3.60 mmol) in DCM (23.99 ml) at room temperature was added DMF-DMA (1.446 ml, 10.80 mmol). The reaction was stirred at room temperature for 3 h. The resulting yellow suspension was concentrated under reduced pressure to give the crude cyclization product as a yellow oil. A small amount of material was triturated in CH3CN to give a pure sample of ethyl 2-bromo-8-hydroxyimidazo[1,2-b]pyrida... The reactants are Cn1[nH]c(=S)n(-c2ccccc2Oc2ccccc2)c1=O, [H-], CI, [Na+], C1CCOC1. Product: CSc1nn(C)c(=O)n1-c1ccccc1Oc1ccccc1. Reaction SMILES: [CH3:1][n:2]1[nH:3][c:4](=[S:21])[n:5](-[c:8]2[c:9]([O:14][c:15]3[cH:16][cH:17][cH:18][cH:19][cH:20]3)[cH:10][cH:11][cH:12][cH:13]2)[c:6]1=[O:7].[H-:22].[I:24][CH3:25].[Na+:23].[O:26]1[CH2:27][CH2:28][CH2:29][CH2:30]1>>[CH3:1][n:2]1[n:3][c:4]([S:21][CH3:25])[n:5](-[c:8]2[c:9]([O:14][c:15]3[cH:16][cH:17][cH:18][cH:19][cH:20]3)[cH:10][cH:11][cH:12][cH:13]2)[c:6]1=[O:7].